Dataset: the Open Reaction Database (ORD), a public repository of structured organic reaction records. Task: describe an organic reaction: reactants, conditions, products, and yield The reactants are C(C)OC(CSC1=NC=C(C(=N1)NCCNC(=O)OC(C)(C)C)C(NC1=CC=C(C=C1)F)=O)=O ([4-(2-tert-Butoxycarbonylaminoethylamino)-5-(4-fluorophenylcarbamoyl)pyrimidin-2-ylsulfanyl]acetic acid ethyl ester). The solvent is FC(C(=O)O)(F)F.ClCCl (trifluoroacetic acid dichloromethane). Conditions: time 2 hour. Yields the product C(C)OC(CSC1=NC=C(C(=N1)NCCN)C(NC1=CC=C(C=C1)F)=O)=O ([4-(2-Aminoethylamino)-5-(4-fluorophenylcarbamoyl)pyrimidin-2-ylsulfanyl]acetic acid ethyl ester). Isolated yield 112.7%. RXN SMILES: [CH2:1]([O:3][C:4](=[O:34])[CH2:5][S:6][C:7]1[N:12]=[C:11]([NH:13][CH2:14][CH2:15][NH:16]C(OC(C)(C)C)=O)[C:10]([C:24](=[O:33])[NH:25][C:26]2[CH:31]=[CH:30][C:29]([F:32])=[CH:28][CH:27]=2)=[CH:9][N:8]=1)[CH3:2]>FC(F)(F)C(O)=O.ClCCl>[CH2:1]([O:3][C:4](=[O:34])[CH2:5][S:6][C:7]1[N:12]=[C:11]([NH:13][CH2:14][CH2:15][NH2:16])[C:10]([C:24](=[O:33])[NH:25][C:26]2[CH:27]=[CH:28][C:29]([F:32])=[CH:30][CH:31]=2)=[CH:9][N:8]=1)[CH3:2] |f:1.2|. Reported procedure: [4-(2-tert-Butoxycarbonylaminoethylamino)-5-(4-fluorophenylcarbamoyl)pyrimidin-2-ylsulfanyl]acetic acid ethyl ester (113 mg, 0.23 mmol) was dissolved in a trifluoroacetic acid/dichloromethane solution (50%, 4 mL) and the resulting solution was stirred under N2 for 2 h. The solvent was removed by rotary evaporation, and trituration with diethyl ether was attempted. The resulting gummy solid was dissolved in water and lyophilized to yield the titled product (102 mg, 88% as trifluoroacetic acid sal... The reactants are CC(=O)Oc1ccccc1C(=O)Nc1ccc(N)cc1, O=C([O-])O, CO, CCOCC, [Cl-], [Na+], [Na+], O. The product is Nc1ccc(NC(=O)c2ccccc2O)cc1. Reaction SMILES: [C:1](=[O:2])([CH3:3])[O:4][c:5]1[c:6]([C:11]([NH:12][c:13]2[cH:14][cH:15][c:16]([NH2:19])[cH:17][cH:18]2)=[O:20])[cH:7][cH:8][cH:9][cH:10]1.[C:21](=[O:22])([OH:23])[O-:24].[CH3:29][OH:30].[CH3:31][CH2:32][O:33][CH2:34][CH3:35].[Cl-:28].[Na+:25].[Na+:27].[OH2:26]>>[OH:4][c:5]1[c:6]([C:11]([NH:12][c:13]2[cH:14][cH:15][c:16]([NH2:19])[cH:17][cH:18]2)=[O:20])[cH:7][cH:8][cH:9][cH:10]1. The reactants are ClC=1C=CC2=C(C(=C(C(O2)=O)C(=O)OCC)C2=CC(=C(C(=C2)C(C)(C)C)O)C(C)(C)C)C1 (ethyl 6-chloro-4-(3,5-di-tert-butyl-4-hydroxyphenyl)-2-oxo-2H-1-benzopyran-3-carboxylate), [OH-].[Na+] (NaOH), Cl (HCl). Solvent: C(C)O (ethanol). Reaction conditions: temperature 70 celsius. Product: ClC=1C=CC2=C(C(=C(C(O2)=O)C(=O)O)C2=CC(=C(C(=C2)C(C)(C)C)O)C(C)(C)C)C1 (6-chloro-4-(3,5-di-tert-butyl-4-hydroxyphenyl)-2-oxo-2H-1-benzopyran-3-carboxylic acid). The yield is 69.3%. Reaction SMILES: [Cl:1][C:2]1[CH:3]=[CH:4][C:5]2[O:10][C:9](=[O:11])[C:8]([C:12]([O:14]CC)=[O:13])=[C:7]([C:17]3[CH:22]=[C:21]([C:23]([CH3:26])([CH3:25])[CH3:24])[C:20]([OH:27])=[C:19]([C:28]([CH3:31])([CH3:30])[CH3:29])[CH:18]=3)[C:6]=2[CH:32]=1.[OH-].[Na+].Cl>C(O)C>[Cl:1][C:2]1[CH:3]=[CH:4][C:5]2[O:10][C:9](=[O:11])[C:8]([C:12]([OH:14])=[O:13])=[C:7]([C:17]3[CH:22]=[C:21]([C:23]([CH3:25])([CH3:26])[CH3:24])[C:20]([OH:27])=[C:19]([C:28]([CH3:31])([CH3:30])[CH3:29])[CH:18]=3)[C:6]=2[CH:32]=1 |f:1.2|. Procedure details: A mixture of ethyl 6-chloro-4-(3,5-di-tert-butyl-4-hydroxyphenyl)-2-oxo-2H-1-benzopyran-3-carboxylate (2.0 g), 2N NaOH (11 ml) and ethanol (20 ml) was heated at 70° C. for 10 minutes. Then, the mixture was made acid with 2N HCl and extracted with ethyl acetate. The extract was washed with water and dried (MgSO4), and then, the solvent was removed to obtain 6-chloro-4-(3,5-di-tert-butyl-4-hydroxyphenyl)-2-oxo-2H-1-benzopyran-3-carboxylic acid as powders (1.3 g, 69.1%). Reactants: NC=1SC(=C(N1)C(C(=O)O)=NOC)C (2-(2-amino-5-methylthiazol-4-yl)-2-methoxyiminoacetic acid), C(C)(=O)OC(C)=O (acetic anhydride). The solvent is C(=O)O (formic acid). Conditions: time 2 hour. Yields the product C(=O)NC=1SC(=C(N1)C(C(=O)O)=NOC)C (2-(2-formamido-5-methylthiazol-4-yl)-2-methoxyiminoacetic acid). As a reaction SMILES: [NH2:1][C:2]1[S:3][C:4]([CH3:14])=[C:5]([C:7](=[N:11][O:12][CH3:13])[C:8]([OH:10])=[O:9])[N:6]=1.[C:15](OC(=O)C)(=[O:17])C>C(O)=O>[CH:15]([NH:1][C:2]1[S:3][C:4]([CH3:14])=[C:5]([C:7](=[N:11][O:12][CH3:13])[C:8]([OH:10])=[O:9])[N:6]=1)=[O:17]. Procedure details: A mixture of 2-(2-amino-5-methylthiazol-4-yl)-2-methoxyiminoacetic acid (syn isomer, 2.6 g.), acetic anhydride (31 ml.) and formic acid (13 ml.) was stirred at room temperature for 2 hrs. and then evaporated in vacuo. The residue was dissolved in a mixture of water and ethyl acetate. The ethyl acetate layer was separated, washed with an aqueous solution of sodium chloride, dried over magnesium sulfate, treated with activated charcoal and then filtered. The filtrate was evaporated in vacuo. The o...